This data is from the Open Reaction Database (ORD), a public repository of structured organic reaction records. The task is: describe an organic reaction: reactants, conditions, products, and yield Starting materials: C(C)(C)(C)OC(N(CC1=CC=C(C=C1)C(F)(F)F)C1=NC=C(C=C1)C(C1=CNC2=NC=C(C=C21)OCCN2CCOCC2)O)=O ((5-{Hydroxy-[5-(2-morpholin-4-yl-ethoxy)-1H-pyrrolo[2,3-b]pyridin-3-yl]-methyl}-pyridin-2-yl)-(4-trifluoromethyl-benzyl)-carbamic acid tert-butyl ester), C(C)[SiH](CC)CC (triethylsilane), FC(C(=O)O)(F)F (trifluoroacetic acid). The solvent is C(C)#N (acetonitrile). Yields the product N1(CCOCC1)CCOC=1C=C2C(=NC1)NC=C2CC=2C=CC(=NC2)NCC2=CC=C(C=C2)C(F)(F)F ({5-[5-(2-Morpholin-4-yl-ethoxy)-1H-pyrrolo[2,3-b]pyridin-3-ylmethyl]-pyridin-2-yl}-(4-trifluoromethyl-benzyl)-amine). The yield is 11.1%. Reaction SMILES: C(OC(=O)[N:7]([C:19]1[CH:24]=[CH:23][C:22]([CH:25](O)[C:26]2[C:34]3[C:29](=[N:30][CH:31]=[C:32]([O:35][CH2:36][CH2:37][N:38]4[CH2:43][CH2:42][O:41][CH2:40][CH2:39]4)[CH:33]=3)[NH:28][CH:27]=2)=[CH:21][N:20]=1)[CH2:8][C:9]1[CH:14]=[CH:13][C:12]([C:15]([F:18])([F:17])[F:16])=[CH:11][CH:10]=1)(C)(C)C.C([SiH](CC)CC)C.FC(F)(F)C(O)=O>C(#N)C>[N:38]1([CH2:37][CH2:36][O:35][C:32]2[CH:33]=[C:34]3[C:26]([CH2:25][C:22]4[CH:23]=[CH:24][C:19]([NH:7][CH2:8][C:9]5[CH:10]=[CH:11][C:12]([C:15]([F:16])([F:17])[F:18])=[CH:13][CH:14]=5)=[N:20][CH:21]=4)=[CH:27][NH:28][C:29]3=[N:30][CH:31]=2)[CH2:43][CH2:42][O:41][CH2:40][CH2:39]1. Procedure details: A mixture of (5-{Hydroxy-[5-(2-morpholin-4-yl-ethoxy)-1H-pyrrolo[2,3-b]pyridin-3-yl]-methyl}-pyridin-2-yl)-(4-trifluoromethyl-benzyl)-carbamic acid tert-butyl ester (24, 0.2 g, 0.3 mmol), triethylsilane (4 mL, 0.02 mol), and trifluoroacetic acid (2 mL, 0.02 mol) in acetonitrile (30 mL) was refluxed for 2 hours. After removal of solvent, the residue was dissolved in ethyl acetate, washed with saturated sodium bicarbonate, brine, and dried over magnesium sulfate. After removal of solvent, the resi... The reactants are COC(=O)Cc1ccc(OC)c(Oc2ccc(Br)cc2CN2C(=O)OC(c3ccccc3)C2C)c1, COc1ccccc1B(O)O. Yields the product COc1ccc(CC(=O)O)cc1Oc1ccc(Br)cc1CN1C(=O)OC(c2ccccc2)C1C. Reaction SMILES: [CH3:1][O:2][C:3]([CH2:4][c:5]1[cH:6][c:7]([O:13][c:14]2[c:15]([CH2:21][N:22]3[C:23](=[O:34])[O:24][CH:25]([c:28]4[cH:29][cH:30][cH:31][cH:32][cH:33]4)[CH:26]3[CH3:27])[cH:16][c:17]([Br:20])[cH:18][cH:19]2)[c:8]([O:11][CH3:12])[cH:9][cH:10]1)=[O:35].[CH3:36][O:37][c:38]1[cH:39][cH:40][cH:41][cH:42][c:43]1[B:44]([OH:45])[OH:46]>>[O:2]=[C:3]([CH2:4][c:5]1[cH:6][c:7]([O:13][c:14]2[c:15]([CH2:21][N:22]3[C:23](=[O:34])[O:24][CH:25]([c:28]4[cH:29][cH:30][cH:31][cH:32][cH:33]4)[CH:26]3[CH3:27])[cH:16][c:17]([Br:20])[cH:18][cH:19]2)[c:8]([O:11][CH3:12])[cH:9][cH:10]1)[OH:35]. As a reaction SMILES: [C:1]1([CH3:18])[CH:6]=[CH:5][C:4]([S:7]([N:10]2[CH:14]=[C:13]([CH2:15][CH2:16][NH2:17])[N:12]=[CH:11]2)(=[O:9])=[O:8])=[CH:3][CH:2]=1.[CH3:19][C:20]1[C:21]([CH:27]=O)=[N:22][CH:23]=[C:24]([CH3:26])[CH:25]=1.[BH-](OC(C)=O)(OC(C)=O)OC(C)=O.[Na+]>C(Cl)Cl>[CH3:19][C:20]1[C:21]([CH2:27][NH:17][CH2:16][CH2:15][C:13]2[N:12]=[CH:11][N:10]([S:7]([C:4]3[CH:3]=[CH:2][C:1]([CH3:18])=[CH:6][CH:5]=3)(=[O:9])=[O:8])[CH:14]=2)=[N:22][CH:23]=[C:24]([CH3:26])[CH:25]=1 |f:2.3|. The product is CC=1C(=NC=C(C1)C)CNCCC=1N=CN(C1)S(=O)(=O)C1=CC=C(C=C1)C ((3,5-dimethyl-pyridin-2-ylmethyl)-{2-[1-(toluene-4-sulfonyl)-1H-imidazol-4-yl]-ethyl}-amine). Run in C(Cl)Cl (CH2Cl2). The reactants are C1(=CC=C(C=C1)S(=O)(=O)N1C=NC(=C1)CCN)C (2-[1-(toluene-4-sulfonyl)-1H-imidazol-4-yl]-ethylamine), CC=1C(=NC=C(C1)C)C=O (3,5-dimethyl-pyridine-2-carbaldehyde), [BH-](OC(=O)C)(OC(=O)C)OC(=O)C.[Na+] (NaBH(OAc)3). Reported procedure: Using General Procedure B: Reaction of 2-[1-(toluene-4-sulfonyl)-1H-imidazol-4-yl]-ethylamine and 3,5-dimethyl-pyridine-2-carbaldehyde in CH2Cl2 with NaBH(OAc)3 gave (3,5-dimethyl-pyridin-2-ylmethyl)-{2-[1-(toluene-4-sulfonyl)-1H-imidazol-4-yl]-ethyl}-amine. 1H NMR (CDCl3) δ 2.26 (d, 6H, J=8.65 Hz), 2.44 (s, 3H), 2.78 (t, 2H, J=7.06 Hz), 2.97 (t, 2H, J=7.02 Hz), 3.85 (s, 2H), 7.09 (s, 1H), 7.23 (s, 1H), 7.34 (d, 2H, J=7.84 Hz), 7.81 (d, 2H, J=8.34 Hz), 7.92 (s, 1H), 8.18 (s, 1H). The reactants are N[C@H](C(=O)O)CCC(=O)N[C@@H](CS)C(=O)NCC(=O)O (glutathione), C(CN(CC(=O)O)CC(=O)[O-])N(CC(=O)O)CC(=O)[O-].[Na+].[Na+] (Na2EDTA), solution, starch, C1=CC(=C[N+](=C1)[C@H]2[C@@H]([C@@H]([C@H](O2)COP(=O)(O)OP(=O)(O)OC[C@@H]3[C@H]([C@H]([C@@H](O3)N4C=NC5=C4N=CN=C5N)OP(=O)(O)O)O)O)O)C(=O)N (NADP+), [Cl-].[Mg+2].[Cl-] (magnesium chloride), C([C@@H]1[C@H]([C@@H]([C@H]([C@H](O1)OP(=O)(O)O)O)O)O)OP(=O)(O)O (glucose 1,6-diphosphate), 31, 35, P(=O)(O)(O)OC[C@H]([C@H]([C@@H]([C@H](C=O)O)O)O)O (glucose 6-phosphate), solution. Solvent: P(=O)([O-])([O-])[O-].[K+].[K+].[K+] (potassium phosphate). The product is C=1N=C(C2=C(N1)N(C=N2)[C@H]3[C@@H]([C@@H]([C@H](O3)COP(=O)(O)OP(=O)(O)OC[C@@H]4[C@H]([C@H]([C@@H](O4)N5C=CCC(=C5)C(=O)N)O)O)O)OP(=O)(O)O)N (NADPH). Reaction SMILES: N[C@@H](CCC(N[C@H](C(NCC(O)=O)=O)CS)=O)C(O)=O.C(N(CC([O-])=O)CC(O)=O)CN(CC([O-])=O)CC(O)=O.[Na+].[Na+].[CH:43]1[CH:48]=[N+:47]([C@@H:49]2[O:53][C@H:52]([CH2:54][O:55][P:56]([O:59][P:60]([O:63][CH2:64][C@H:65]3[O:69][C@@H:68]([N:70]4[C:74]5[N:75]=[CH:76][N:77]=[C:78]([NH2:79])[C:73]=5[N:72]=[CH:71]4)[C@H:67]([O:80][P:81]([OH:84])([OH:83])=[O:82])[C@@H:66]3[OH:85])([OH:62])=[O:61])([OH:58])=[O:57])[C@@H:51]([OH:86])[C@H:50]2[OH:87])[CH:46]=[C:45]([C:88]([NH2:90])=[O:89])[CH:44]=1.[Cl-].[Mg+2].[Cl-].C(OP(O)(O)=O)[C@H]1O[C@H](OP(O)(O)=O)[C@H](O)[C@@H](O)[C@@H]1O.P(OC[C@@H](O)[C@@H](O)[C@H](O)[C@@H](O)C=O)(O)(O)=O>P([O-])([O-])([O-])=O.[K+].[K+].[K+]>[CH:76]1[N:77]=[C:78]([NH2:79])[C:73]2[N:72]=[CH:71][N:70]([C@@H:68]3[O:69][C@H:65]([CH2:64][O:63][P:60]([O:59][P:56]([O:55][CH2:54][C@H:52]4[O:53][C@@H:49]([N:47]5[CH:46]=[C:45]([C:88]([NH2:90])=[O:89])[CH2:44][CH:43]=[CH:48]5)[C@H:50]([OH:87])[C@@H:51]4[OH:86])([OH:58])=[O:57])([OH:62])=[O:61])[C@@H:66]([OH:85])[C@H:67]3[O:80][P:81]([OH:84])([OH:83])=[O:82])[C:74]=2[N:75]=1 |f:1.2.3,5.6.7,10.11.12.13|. Procedure details: The enzymic activity is determined according to the following procedure: 1.72 g of glutathione, and 34.2 mg of Na2EDTA are dissolved in a 114 mM potassium phosphate buffer solution (pH 7.0) to prepare 100 ml of a solution. A mixture of 700 μl of the solution, 700 μl of a thermally dissolved 5.72% starch solution, 100 μl of a 20 mM NADP+ solution, 100 μl of a 26 mM magnesium chloride solution, 100 μl of a 1.34 mM glucose 1,6-diphosphate solution, 100 μl of a 31 unit/ml phosphoglucomutase solution... Starting materials: C1(NCCC2=CC=CC=C12)=O (3,4-dihydro-2H-isoquinolin-1-one), IC=1C=NC=CC1C (3-iodo-4-methyl-pyridine), trans-N,N′-dimethyl-cyclohexyl-1,2-diamine, P(=O)([O-])([O-])[O-].[K+].[K+].[K+] (potassium phosphate). The reagents and catalysts are [Cu](I)I (copper iodide). The solvent is O1CCOCC1 (1,4-dioxane). Product: CC1=C(C=NC=C1)N1C(C2=CC=CC=C2CC1)=O (2-(4-Methyl-pyridin-3-yl)-3,4-dihydro-2H-isoquinolin-1-one). Yield: 35.0%. As a reaction SMILES: [C:1]1(=[O:11])[C:10]2[C:5](=[CH:6][CH:7]=[CH:8][CH:9]=2)[CH2:4][CH2:3][NH:2]1.I[C:13]1[CH:14]=[N:15][CH:16]=[CH:17][C:18]=1[CH3:19].P([O-])([O-])([O-])=O.[K+].[K+].[K+]>[Cu](I)I.O1CCOCC1>[CH3:19][C:18]1[CH:17]=[CH:16][N:15]=[CH:14][C:13]=1[N:2]1[CH2:3][CH2:4][C:5]2[C:10](=[CH:9][CH:8]=[CH:7][CH:6]=2)[C:1]1=[O:11] |f:2.3.4.5|. Procedure: Using analogous reaction conditions as described in Example 1, 3,4-dihydro-2H-isoquinolin-1-one (I-23b: 150 mg, 1.0204 mmol) was reacted with 3-iodo-4-methyl-pyridine (223.4 mg, 1.0204 mmol), 1,4-dioxane (3 mL), copper iodide (19.4 mg, 0.1020 mmol), trans-N,N′-dimethyl-cyclohexyl-1,2-diamine (48.1 mL, 0.3061 mmol) and potassium phosphate (540.8 mg, 2.551 mmol) to afford the crude product. Purification by column chromatography on silica gel (50% ethylacetate in hexane) afforded 85 mg of the produ...